Dataset: the Open Reaction Database (ORD), a public repository of structured organic reaction records. Task: describe an organic reaction: reactants, conditions, products, and yield Starting materials: CC1=CC=C(C=C1)S(=O)(=O)NC1=C(C=C(C=C1)OC)[N+](=O)[O-] (2-(4-methylbenzenesulfonylamino)-5-methoxynitrobenzene), ClC1=CC=C(CCl)C=C1 (4-chlorobenzyl chloride), [OH-].[Na+] (sodium hydroxide), ClC1=CC=C(CCl)C=C1 (4-chlorobenzyl chloride), O (water), [OH-].[Na+] (sodium hydroxide). Solvent: CCOCC (ether). Product: ClC1=CC=C(CN(C2=C(C=C(C=C2)OC)[N+](=O)[O-])S(=O)(=O)C2=CC=C(C=C2)C)C=C1 (N-(4-chlorobenzyl)-N-(4-methylbenzenesulfonyl)-2-nitro-4-methoxyaniline). Yield: 120.9%. As a reaction SMILES: [CH3:1][C:2]1[CH:7]=[CH:6][C:5]([S:8]([NH:11][C:12]2[CH:17]=[CH:16][C:15]([O:18][CH3:19])=[CH:14][C:13]=2[N+:20]([O-:22])=[O:21])(=[O:10])=[O:9])=[CH:4][CH:3]=1.[OH-].[Na+].[Cl:25][C:26]1[CH:33]=[CH:32][C:29]([CH2:30]Cl)=[CH:28][CH:27]=1.O>CCOCC>[Cl:25][C:26]1[CH:33]=[CH:32][C:29]([CH2:30][N:11]([S:8]([C:5]2[CH:6]=[CH:7][C:2]([CH3:1])=[CH:3][CH:4]=2)(=[O:9])=[O:10])[C:12]2[CH:17]=[CH:16][C:15]([O:18][CH3:19])=[CH:14][C:13]=2[N+:20]([O-:22])=[O:21])=[CH:28][CH:27]=1 |f:1.2|. Procedure details: 72.8 g of 2-(4-methylbenzenesulfonylamino)-5-methoxynitrobenzene, prepared in A), are added to 56.5 ml of 4 N sodium hydroxide solution and 29.2 g of 4-chlorobenzyl chloride. The mixture is refluxed for 4 hours, a further 43.7 g of 4-chlorobenzyl chloride are then added and the resulting mixture is refluxed for another 45 minutes. After cooling, 12.2 ml of 35% sodium hydroxide solution are added to the reaction mixture, the latter is refluxed for three hours 45 minutes and then cooled and water ... Starting materials: C1(CCC1)CN(C1CC2=C(C=3C=CNC3C=C2)CC1)CCC (cyclobutylmethyl-propyl-(6,7,8,9-tetrahydro-3H-benzo[e]indol-7-yl)amine), ClN1C(CCC1=O)=O (N-chlorosuccinimide). Run in O1CCCC1 (tetrahydrofuran). Yields the product ClC1=CNC=2C=CC3=C(C12)CCC(C3)N(CCC)CC3CCC3 ((1-Chloro-6,7,8,9-tetrahydro-3H-benzo[e]indol-7-yl)cyclobutylmethyl-propylamine). Yield: 81.2%. RXN SMILES: [CH:1]1([CH2:5][N:6]([CH2:20][CH2:21][CH3:22])[CH:7]2[CH2:19][CH2:18][C:10]3[C:11]4[CH:12]=[CH:13][NH:14][C:15]=4[CH:16]=[CH:17][C:9]=3[CH2:8]2)[CH2:4][CH2:3][CH2:2]1.[Cl:23]N1C(=O)CCC1=O>O1CCCC1>[Cl:23][C:12]1[C:11]2[C:10]3[CH2:18][CH2:19][CH:7]([N:6]([CH2:5][CH:1]4[CH2:2][CH2:3][CH2:4]4)[CH2:20][CH2:21][CH3:22])[CH2:8][C:9]=3[CH:17]=[CH:16][C:15]=2[NH:14][CH:13]=1. Procedure: A solution of cyclobutylmethyl-propyl-(6,7,8,9-tetrahydro-3H-benzo[e]indol-7-yl)amine 48 mg, 0.16 mmol) and N-chlorosuccinimide (35 mg, 0.26 mmol) in tetrahydrofuran (5 mL) was stirred at room temperature for 1 day. After pouring the reaction mixture into water, extraction (diethyl ether), drying (magnesium sulfate), filtering, and evaporation yielded 43 mg (80%) of the desired compound.: The reactants are COC=1C=C(C=CC1)[C@H](C)N([C@@H](C)C1=CC=CC=C1)C ((S)-1-(3-methoxyphenyl)-N-methyl-N—((S)-1-phenylethyl)ethanamine), COC=1C=C(C=CC1)[C@H](C)N([C@@H](C)C1=CC=CC=C1)C ((S)-1-(3-methoxyphenyl)-N-methyl-N—((S)-1-phenylethyl)ethanamine), CN(C=O)C (N,N-dimethylformamide), CI (methyl iodide). The solvent is C(C)(=O)OCC (ethyl acetate). Conditions: temperature 60 celsius. The product is [I-].COC=1C=C(C=CC1)[C@H](C)[N+]([C@@H](C)C1=CC=CC=C1)(C)C ((S)-1-(3-methoxyphenyl)-N,N-dimethyl-N—((S)-1-phenylethyl)ethanaminium iodide). Yield: 70.0%. RXN SMILES: [CH3:1][O:2][C:3]1[CH:4]=[C:5]([C@@H:9]([N:11]([CH3:20])[C@H:12]([C:14]2[CH:19]=[CH:18][CH:17]=[CH:16][CH:15]=2)[CH3:13])[CH3:10])[CH:6]=[CH:7][CH:8]=1.[CH3:21]N(C)C=O.C[I:27]>C(OCC)(=O)C>[I-:27].[CH3:1][O:2][C:3]1[CH:4]=[C:5]([C@@H:9]([N+:11]([CH3:21])([CH3:20])[C@H:12]([C:14]2[CH:19]=[CH:18][CH:17]=[CH:16][CH:15]=2)[CH3:13])[CH3:10])[CH:6]=[CH:7][CH:8]=1 |f:4.5|. Procedure: Mix 5.5 g (0.02 mol) of (S)-1-(3-methoxyphenyl)-N-methyl-N—((S)-1-phenylethyl)ethanamine (formula IV) with 12 ml N,N-dimethylformamide and 14.2 g (0.1 mol) of methyl iodide at room temperature, heat the mixture to 60° C. for 12 hours. Let it cool to room temperature, and add 100 ml of ethyl acetate. A yellow solid is produced. Filter and dry it to receive 5.8 g light yellow solid with a yield of 70%. Reactants: C(C)OC(=O)C1(CC1)C1=CC=C(C=C1)C1=CC=C(C=C1)C1=C(C(=NO1)C)N (1-[4′-(4-amino-3-methyl-isoxazol-5-yl)-biphenyl-4-yl]-cyclopropanecarboxylic acid ethyl ester), BrC1=NC(=CC=C1)OC(C)C (2-bromo-6-isopropoxy-pyridine). Product: C(C)OC(=O)C1(CC1)C1=CC=C(C=C1)C1=CC=C(C=C1)C1=C(C(=NO1)C)NC1=NC(=CC=C1)OC(C)C (1-{4′-[4-(6-Isopropoxy-pyridin-2-ylamino)-3-methyl-isoxazol-5-yl]-biphenyl-4-yl}-cyclopropanecarboxylic acid ethyl ester). RXN SMILES: [CH2:1]([O:3][C:4]([C:6]1([C:9]2[CH:14]=[CH:13][C:12]([C:15]3[CH:20]=[CH:19][C:18]([C:21]4[O:25][N:24]=[C:23]([CH3:26])[C:22]=4[NH2:27])=[CH:17][CH:16]=3)=[CH:11][CH:10]=2)[CH2:8][CH2:7]1)=[O:5])[CH3:2].Br[C:29]1[CH:34]=[CH:33][CH:32]=[C:31]([O:35][CH:36]([CH3:38])[CH3:37])[N:30]=1>>[CH2:1]([O:3][C:4]([C:6]1([C:9]2[CH:10]=[CH:11][C:12]([C:15]3[CH:20]=[CH:19][C:18]([C:21]4[O:25][N:24]=[C:23]([CH3:26])[C:22]=4[NH:27][C:29]4[CH:34]=[CH:33][CH:32]=[C:31]([O:35][CH:36]([CH3:38])[CH3:37])[N:30]=4)=[CH:17][CH:16]=3)=[CH:13][CH:14]=2)[CH2:8][CH2:7]1)=[O:5])[CH3:2]. Procedure details: Prepared according to the procedure described in Example 290, Step 1, using 1-[4′-(4-amino-3-methyl-isoxazol-5-yl)-biphenyl-4-yl]-cyclopropanecarboxylic acid ethyl ester and 2-bromo-6-isopropoxy-pyridine.